This data is from the Open Reaction Database (ORD), a public repository of structured organic reaction records. The task is: describe an organic reaction: reactants, conditions, products, and yield Reactants: Cl.C(#N)C1(CC1)NC(=O)[C@H]1NC[C@@H](C1)S(=O)(=O)C1=C(C=CC=C1)Cl ((2S,4R)-4-(2-chloro-benzenesulfonyl)-pyrrolidine-2-carboxylic acid (1-cyano-cyclopropyl)-amide hydrochloride), C1(CCC1)=O (cylobutanone). Yields the product C(#N)C1(CC1)NC(=O)[C@H]1N(C[C@@H](C1)S(=O)(=O)C1=C(C=CC=C1)Cl)C1CCC1 ((2S,4R)-4-(2-chloro-benzenesulfonyl)-1-cyclobutyl-pyrrolidine-2-carboxylic acid (1-cyano-cyclopropyl)-amide). As a reaction SMILES: Cl.[C:2]([C:4]1([NH:7][C:8]([C@@H:10]2[CH2:14][C@@H:13]([S:15]([C:18]3[CH:23]=[CH:22][CH:21]=[CH:20][C:19]=3[Cl:24])(=[O:17])=[O:16])[CH2:12][NH:11]2)=[O:9])[CH2:6][CH2:5]1)#[N:3].[C:25]1(=O)[CH2:28][CH2:27][CH2:26]1>>[C:2]([C:4]1([NH:7][C:8]([C@@H:10]2[CH2:14][C@@H:13]([S:15]([C:18]3[CH:23]=[CH:22][CH:21]=[CH:20][C:19]=3[Cl:24])(=[O:17])=[O:16])[CH2:12][N:11]2[CH:25]2[CH2:28][CH2:27][CH2:26]2)=[O:9])[CH2:6][CH2:5]1)#[N:3] |f:0.1|. Procedure: (2S,4R)-4-(2-chloro-benzenesulfonyl)-pyrrolidine-2-carboxylic acid (1-cyano-cyclopropyl)-amide hydrochloride from experiment K4 was reductively aminated with cylobutanone in analogy to experiment L3 to give (2S,4R)-4-(2-chloro-benzenesulfonyl)-1-cyclobutyl-pyrrolidine-2-carboxylic acid (1-cyano-cyclopropyl)-amide as a colorless oil. MS: 408.3 [M+H]+.